The task is: describe an organic reaction: reactants, conditions, products, and yield. This data is from the Open Reaction Database (ORD), a public repository of structured organic reaction records. Reactants: ClC1=CC2=C(C(N1)=O)C=CN2CC (6-chloro-1-ethyl-1,5-dihydro-pyrrolo[3,2-c]pyridine-4-one), ClC1=CC2=C(C(N1)=O)C=CN2CC (6-chloro-1-ethyl-1,5-dihydro-pyrrolo[3,2-c]pyridine-4-one), FC(C1=CC=C(C=C1)B(O)O)(F)F (4-(trifluoromethyl)phenylboronic acid), C([O-])([O-])=O.[Na+].[Na+] (sodium carbonate). The reagents and catalysts are C=1C=CC(=CC1)[P](C=2C=CC=CC2)(C=3C=CC=CC3)[Pd]([P](C=4C=CC=CC4)(C=5C=CC=CC5)C=6C=CC=CC6)([P](C=7C=CC=CC7)(C=8C=CC=CC8)C=9C=CC=CC9)[P](C=1C=CC=CC1)(C=1C=CC=CC1)C=1C=CC=CC1 (tetrakis(triphenylphosphine)palladium(0)). Run in C(C)O (ethanol). Reaction conditions: temperature 140 celsius. Yields the product CN1C=CC=2C(NC(=CC21)C2=CC=C(C=C2)C(F)(F)F)=O (1-methyl-6-(4-trifluoromethyl-phenyl)-1,5-dihydro-pyrrolo[3,2-c]pyridin-4-one). The yield is 109.5%. RXN SMILES: Cl[C:2]1[NH:7][C:6](=[O:8])[C:5]2[CH:9]=[CH:10][N:11]([CH2:12]C)[C:4]=2[CH:3]=1.[F:14][C:15]([F:26])([F:25])[C:16]1[CH:21]=[CH:20][C:19](B(O)O)=[CH:18][CH:17]=1.C(=O)([O-])[O-].[Na+].[Na+]>C(O)C.C1C=CC([P]([Pd]([P](C2C=CC=CC=2)(C2C=CC=CC=2)C2C=CC=CC=2)([P](C2C=CC=CC=2)(C2C=CC=CC=2)C2C=CC=CC=2)[P](C2C=CC=CC=2)(C2C=CC=CC=2)C2C=CC=CC=2)(C2C=CC=CC=2)C2C=CC=CC=2)=CC=1>[CH3:12][N:11]1[C:4]2[CH:3]=[C:2]([C:19]3[CH:20]=[CH:21][C:16]([C:15]([F:26])([F:25])[F:14])=[CH:17][CH:18]=3)[NH:7][C:6](=[O:8])[C:5]=2[CH:9]=[CH:10]1 |f:2.3.4,^1:39,41,60,79|. Reported procedure: A microwave reaction vial was charged with 6-chloro-1-methyl-1,5-dihydro-pyrrolo[3,2-c]pyridine-4-one (Intermediate G) (16 mg, 0.08 mmol), 4-(trifluoromethyl)phenylboronic acid (20 mg, 0.10 mmol), tetrakis(triphenylphosphine)palladium(0) (5.06 mg, 0.004 mmol), and 2M aqueous sodium carbonate solution (0.13 mL) in ethanol (2 mL). The vial was sealed and then heated in a microwave at 140° C. for 10 min. At this time, the resulting mixture was filtered through a pad of Celite® and concentrated in v... RXN SMILES: CS(O[CH2:6][CH2:7][C:8]1([CH3:23])[C:20](=[O:21])[N:11]2[CH2:12][CH:13]=[CH:14][CH:15]([C:16]([O:18][CH3:19])=[O:17])[N:10]2[C:9]1=[O:22])(=O)=O.[I-:24].[Na+]>CC(C)=O>[I:24][CH2:6][CH2:7][C:8]1([CH3:23])[C:20](=[O:21])[N:11]2[CH2:12][CH:13]=[CH:14][CH:15]([C:16]([O:18][CH3:19])=[O:17])[N:10]2[C:9]1=[O:22] |f:1.2|. Yield: 80.5%. Yields the product ICCC1(C(N2N(CC=CC2C(=O)OC)C1=O)=O)C (methyl 2,3,5,8-tetrahydro-2-(2-iodoethyl)-2-methyl-1,3-dioxo-1H-pyrazolo[1,2-a]-pyridazine-5-carboxylate). The reactants are CS(=O)(=O)OCCC1(C(N2N(CC=CC2C(=O)OC)C1=O)=O)C (methyl 2,3,5,8-tetrahydro-2-(2-methanesulfonyloxyethyl)-2-methyl-1,3-dioxo-1H-pyrazolo[1,2-a]pyridazine-5-carboxylate), [I-].[Na+] (sodium iodide). Reported procedure: A mixture of 7.6 g (22 mmol) of methyl 2,3,5,8-tetrahydro-2-(2-methanesulfonyloxyethyl)-2-methyl-1,3-dioxo-1H-pyrazolo[1,2-a]pyridazine-5-carboxylate and 6.6 g (44 mmol) of sodium iodide in 100 ml of acetone was heated under reflux for 16 hours. The resulting suspension was filtered and the filtrate was evaporated to dryness. The residue was partitioned between dichloromethane and water. The organic solution was washed with 10% aqueous sodium thiosulfate, dried over magnesium sulfate and evapora... The solvent is CC(=O)C (acetone). Run in C(Cl)(Cl)Cl (chloroform), C(Cl)(Cl)Cl (chloroform), C(Cl)(Cl)Cl (chloroform). Procedure details: N-[[2-[3-(4-Morpholinyl)propoxy]phenyl]methyl]benzeneethanamine (14 g, see Example 31C) is reacted with 9.2 g of p-chlorobenzenesulfonyl chloride in 130 ml of chloroform. A solution of the amine in chloroform is added dropwise at 10°-15° C. to a stirred solution of the p-chlorobenzenesulfonyl chloride in chloroform. After the addition, the solution is stirred for 1 hour at room temperature and maintained for about 1 hour at room temperature. The chloroform is evaporated, and the residue is rubbe... Reaction conditions: time 1 hour. Product: Cl.ClC1=CC=C(C=C1)S(=O)(=O)N(CCC1=CC=CC=C1)CC1=C(C=CC=C1)OCCCN1CCOCC1 (4-Chloro-N-[[2-[3-(4-morpholinyl)propoxy]phenyl]methyl]-N-(2-phenylethyl)benzenesulfonamide, hydrochloride). Reactants: N1(CCOCC1)CCCOC1=C(C=CC=C1)CNCCC1=CC=CC=C1 (N-[[2-[3-(4-Morpholinyl)propoxy]phenyl]methyl]benzeneethanamine), ClC1=CC=C(C=C1)S(=O)(=O)Cl (p-chlorobenzenesulfonyl chloride), amine, ClC1=CC=C(C=C1)S(=O)(=O)Cl (p-chlorobenzenesulfonyl chloride). The yield is 172.0%. RXN SMILES: [N:1]1([CH2:7][CH2:8][CH2:9][O:10][C:11]2[CH:16]=[CH:15][CH:14]=[CH:13][C:12]=2[CH2:17][NH:18][CH2:19][CH2:20][C:21]2[CH:26]=[CH:25][CH:24]=[CH:23][CH:22]=2)[CH2:6][CH2:5][O:4][CH2:3][CH2:2]1.[Cl:27][C:28]1[CH:33]=[CH:32][C:31]([S:34](Cl)(=[O:36])=[O:35])=[CH:30][CH:29]=1>C(Cl)(Cl)Cl>[ClH:27].[Cl:27][C:28]1[CH:33]=[CH:32][C:31]([S:34]([N:18]([CH2:17][C:12]2[CH:13]=[CH:14][CH:15]=[CH:16][C:11]=2[O:10][CH2:9][CH2:8][CH2:7][N:1]2[CH2:2][CH2:3][O:4][CH2:5][CH2:6]2)[CH2:19][CH2:20][C:21]2[CH:22]=[CH:23][CH:24]=[CH:25][CH:26]=2)(=[O:36])=[O:35])=[CH:30][CH:29]=1 |f:3.4|. Yields the product Cl.Cl.C(C(C)C)N(C(=O)C=1C=CC2=C(N(C(=N2)NC2=CC(=C(C(=C2)OC)OC)OC)CCCNCC(C)(C)C)C1)CC(C)C (N,N-diisobutyl-1-[3-(neopentylamino)propyl]-2-[(3,4,5-trimethoxyphenyl) amino]-1H-benzimidazole-6-carboxamide dihydrochloride). Reported procedure: A solution of 1-(3-aminopropyl)-N,N-diisobutyl-2-[(3,4,5-trimethoxyphenyl)amino]-1H-benzimidazole-6-carboxamide (100 mg, 1 eq) and trimethylacetaldehyde (25 mg, 1.5 eq) in dichloromethane (1 ml) is stirred for 4 hours at a temperature of approximately 20° C. The mixture is diluted with methanol (1 ml) then sodium triacetoxyborohydride is added (41 mg, 2 eq). After 1 hour at a temperature of approximately 20° C., dichloromethane (20 ml) and water saturated with sodium hydrogen carbonate (10 ml) a... Reactants: C(O)([O-])=O.[Na+] (sodium hydrogen carbonate), ClCCl (dichloromethane), NCCCN1C(=NC2=C1C=C(C=C2)C(=O)N(CC(C)C)CC(C)C)NC2=CC(=C(C(=C2)OC)OC)OC (1-(3-aminopropyl)-N,N-diisobutyl-2-[(3,4,5-trimethoxyphenyl)amino]-1H-benzimidazole-6-carboxamide), CC(C=O)(C)C (trimethylacetaldehyde), ClCCl (dichloromethane), C(C)(=O)O[BH-](OC(C)=O)OC(C)=O.[Na+] (sodium triacetoxyborohydride). Run in O (water), CO (methanol). Reaction SMILES: [NH2:1][CH2:2][CH2:3][CH2:4][N:5]1[C:9]2[CH:10]=[C:11]([C:14]([N:16]([CH2:21][CH:22]([CH3:24])[CH3:23])[CH2:17][CH:18]([CH3:20])[CH3:19])=[O:15])[CH:12]=[CH:13][C:8]=2[N:7]=[C:6]1[NH:25][C:26]1[CH:31]=[C:30]([O:32][CH3:33])[C:29]([O:34][CH3:35])=[C:28]([O:36][CH3:37])[CH:27]=1.[CH3:38][C:39]([CH3:43])([CH3:42])[CH:40]=O.C(O[BH-](OC(=O)C)OC(=O)C)(=O)C.[Na+].C(=O)([O-])O.[Na+].[Cl:63]CCl>CO.O>[ClH:63].[ClH:63].[CH2:21]([N:16]([CH2:17][CH:18]([CH3:19])[CH3:20])[C:14]([C:11]1[CH:12]=[CH:13][C:8]2[N:7]=[C:6]([NH:25][C:26]3[CH:31]=[C:30]([O:32][CH3:33])[C:29]([O:34][CH3:35])=[C:28]([O:36][CH3:37])[CH:27]=3)[N:5]([CH2:4][CH2:3][CH2:2][NH:1][CH2:38][C:39]([CH3:43])([CH3:42])[CH3:40])[C:9]=2[CH:10]=1)=[O:15])[CH:22]([CH3:24])[CH3:23] |f:2.3,4.5,9.10.11|.